Task: describe an organic reaction: reactants, conditions, products, and yield. Dataset: the Open Reaction Database (ORD), a public repository of structured organic reaction records Reactants: F[C@@H]1CN(C[C@@H]1CNC(=O)OCC1=CC=CC=C1)C(=O)OC(C)(C)C ((±)-1,1-dimethylethyl cis-3-fluoro-4-[({[(phenylmethyl)oxy]carbonyl}amino)methyl]-1-pyrrolidinecarboxylate), C(=O)(C(F)(F)F)O (TFA), CC[NH+](CC)CC.CC[NH+](CC)CC.C(=O)([O-])[O-] (MP-carbonate resin). Run in C(Cl)Cl (DCM). Run at time 2 hour. Yields the product F[C@@H]1[C@@H](CNC1)CNC(OCC1=CC=CC=C1)=O ((±)-phenylmethyl {[cis-4-fluoro-3-pyrrolidinyl]methyl}carbamate). Yield: 99.1%. Reaction SMILES: [F:1][C@H:2]1[C@@H:6]([CH2:7][NH:8][C:9]([O:11][CH2:12][C:13]2[CH:18]=[CH:17][CH:16]=[CH:15][CH:14]=2)=[O:10])[CH2:5][N:4](C(OC(C)(C)C)=O)[CH2:3]1.C(O)(C(F)(F)F)=O.CC[NH+](CC)CC.CC[NH+](CC)CC.C([O-])([O-])=O>C(Cl)Cl>[F:1][C@H:2]1[CH2:3][NH:4][CH2:5][C@H:6]1[CH2:7][NH:8][C:9](=[O:10])[O:11][CH2:12][C:13]1[CH:18]=[CH:17][CH:16]=[CH:15][CH:14]=1 |f:2.3.4|. Procedure details: To a solution of (±)-1,1-dimethylethyl cis-3-fluoro-4-[({[(phenylmethyl)oxy]carbonyl}amino)methyl]-1-pyrrolidinecarboxylate (0.45 g, 1.28 mmole) in DCM (50 mL) at RT was added TFA (25 mL). After 2 h, the reaction solution was concentrated under vacuum and the residue placed under high vacuum for 3 hr. The residue was dissolved in DCM (200 mL) and MP-carbonate resin (5.12 mmole, 1.9 g) was added with vigorous stirring at RT. After 4 h, the reaction contents were filtered through a scintered-glass... Reactants: C(C1=CC=CC=C1)(C1=CC=CC=C1)NC(CC1=CC(=C(C=C1)OC)OC)P(O)O (1-benzhydrylamino-2-(3,4-dimethoxyphenyl)-ethanephosphonous acid), C(C1=CC=CC=C1)(C1=CC=CC=C1)NC(C(C)C)P(O)O (1-benzhydrylamino-2-methylpropanephosphonous acid). Product: NC(CC1=CC(=C(C=C1)OC)OC)P(O)O (1-amino-2-(3,4-dimethoxyphenyl)-ethanephosphonous acid). As a reaction SMILES: C([NH:14][CH:15]([P:27]([OH:29])[OH:28])[CH2:16][C:17]1[CH:22]=[CH:21][C:20]([O:23][CH3:24])=[C:19]([O:25][CH3:26])[CH:18]=1)(C1C=CC=CC=1)C1C=CC=CC=1.C(NC(P(O)O)C(C)C)(C1C=CC=CC=1)C1C=CC=CC=1>>[NH2:14][CH:15]([P:27]([OH:29])[OH:28])[CH2:16][C:17]1[CH:22]=[CH:21][C:20]([O:23][CH3:24])=[C:19]([O:25][CH3:26])[CH:18]=1. Procedure: The procedure described in Example 36B was repeated using DL-1-benzhydrylamino-2-(3,4-dimethoxyphenyl)-ethanephosphonous acid (as obtained in Example 20) instead of DL-1-benzhydrylamino-2-methylpropanephosphonous acid to give DL-1-amino-2-(3,4-dimethoxyphenyl)-ethanephosphonous acid. This was treated with 60% hydrogen bromide at 80° followed by propylene oxide to give DL-1-amino-2-(3,4-dihydroxyphenyl)-ethanephosphonous acid, melting point 237°-238°, identical to that obtained in Example 20. Starting materials: NCCSCc1ncccc1Br, Cc1cc(Cc2cnc(N[N+](=O)[O-])[nH]c2=O)cnc1C, CCO. The product is Cc1cc(Cc2cnc(NCCSCc3ncccc3Br)[nH]c2=O)cnc1C. RXN SMILES: [Br:21][c:22]1[c:23]([CH2:28][S:29][CH2:30][CH2:31][NH2:32])[n:24][cH:25][cH:26][cH:27]1.[CH3:1][c:2]1[cH:3][c:4]([CH2:9][c:10]2[c:11](=[O:20])[nH:12][c:13]([NH:16][N+:17]([O-:18])=[O:19])[n:14][cH:15]2)[cH:5][n:6][c:7]1[CH3:8].[CH3:33][CH2:34][OH:35]>>[CH3:1][c:2]1[cH:3][c:4]([CH2:9][c:10]2[c:11](=[O:20])[nH:12][c:13]([NH:16][CH2:31][CH2:30][S:29][CH2:28][c:23]3[c:22]([Br:21])[cH:27][cH:26][cH:25][n:24]3)[n:14][cH:15]2)[cH:5][n:6][c:7]1[CH3:8]. Starting materials: CCO, O=Cc1ccccc1, Cc1c(F)c(N)cc2oc(=O)[nH]c12. The product is Cc1c(F)c(NCc2ccccc2)cc2oc(=O)[nH]c12. Reaction SMILES: [CH3:22][CH2:23][OH:24].[CH:14](=[O:15])[c:16]1[cH:17][cH:18][cH:19][cH:20][cH:21]1.[NH2:1][c:2]1[cH:3][c:4]2[c:5]([nH:6][c:7](=[O:9])[o:8]2)[c:10]([CH3:13])[c:11]1[F:12]>>[NH:1]([c:2]1[cH:3][c:4]2[c:5]([nH:6][c:7](=[O:9])[o:8]2)[c:10]([CH3:13])[c:11]1[F:12])[CH2:14][c:16]1[cH:17][cH:18][cH:19][cH:20][cH:21]1. The reactants are C1(CCC(N1N1C(C=CC=C1)SSCCC(=O)[O-])=O)=O (SPDP), [Na+].[Cl-] (NaCl), C(C)O (ethanol), C1(CCC(N1N1C(C=CC=C1)SSCCC(=O)[O-])=O)=O (N-succinimidyl-3-(2-pyridyl-dithio)propionate). The solvent is P(=O)([O-])([O-])[O-].[Na+].[Na+].[Na+] (sodium phosphate). Yields the product C1(CCC(N1N1C(C=CC=C1)SSCCC(=O)[O-])=O)=O (SPDP), ON1C(CCC1=O)=O (N-hydroxy-succinimide). As a reaction SMILES: [Na+].[Cl-].C([OH:5])C.[C:6]1(=[O:25])[N:10]([N:11]2[CH:16]=[CH:15][CH:14]=[CH:13][CH:12]2[S:17][S:18][CH2:19][CH2:20][C:21]([O-:23])=[O:22])[C:9](=[O:24])[CH2:8][CH2:7]1>P([O-])([O-])([O-])=O.[Na+].[Na+].[Na+]>[C:9]1(=[O:24])[N:10]([N:11]2[CH:16]=[CH:15][CH:14]=[CH:13][CH:12]2[S:17][S:18][CH2:19][CH2:20][C:21]([O-:23])=[O:22])[C:6](=[O:25])[CH2:7][CH2:8]1.[OH:5][N:10]1[C:9](=[O:24])[CH2:8][CH2:7][C:6]1=[O:25] |f:0.1,4.5.6.7|. Procedure details: Rabbit IgG (10 mg) was dissolved in 2 mL of 0.1M sodium phosphate buffer containing 0.1M NaCl (pH 7.5) and treated with an ethanol solution of N-succinimidyl-3-(2-pyridyl-dithio)propionate (SPDP) (2-5 equiv. of 9.6 mM solution). The SPDP solution was added in aliquots over a period of 30 minutes. The unreacted SPDP and N-hydroxy-succinimide formed were removed by gel filtration on Sephadex G-25 column (1×14 cm) that was equilibrated with 0.1M sodium phosphate buffer/0.1M NaCl (pH 7.5) and the SP... As a reaction SMILES: [C:80](#[N:81])[CH3:82].[C:83](#[N:84])[CH3:85].[CH2:71]1[O:72][CH2:73][CH2:74][CH2:75]1.[Cl:1][c:2]1[cH:3][cH:4][cH:5][c:6]2[cH:7][c:8]([O:22][S:23]([C:24]([F:25])([F:26])[F:27])(=[O:28])=[O:29])[n:9]([CH2:13][c:14]3[c:15]([CH3:21])[cH:16][c:17]([CH3:20])[cH:18][cH:19]3)[c:10](=[O:12])[c:11]12.[Na+:65].[Na+:66].[O-:67][C:68](=[O:69])[O-:70].[O:30]([c:31]1[cH:32][cH:33][cH:34][cH:35][cH:36]1)[c:37]1[cH:38][cH:39][c:40]([B:43]([OH:44])[OH:45])[cH:41][cH:42]1.[OH2:76].[Pd:77]([Cl:78])[Cl:79].[cH:46]1[cH:47][cH:48][c:49]([As:50]([c:51]2[cH:52][cH:53][cH:54][cH:55][cH:56]2)[c:57]2[cH:58][cH:59][cH:60][cH:61][cH:62]2)[cH:63][cH:64]1>>[Cl:1][c:2]1[cH:3][cH:4][cH:5][c:6]2[cH:7][c:8](-[c:40]3[cH:39][cH:38][c:37]([O:30][c:31]4[cH:32][cH:33][cH:34][cH:35][cH:36]4)[cH:42][cH:41]3)[n:9]([CH2:13][c:14]3[c:15]([CH3:21])[cH:16][c:17]([CH3:20])[cH:18][cH:19]3)[c:10](=[O:12])[c:11]12. Yields the product Cc1ccc(Cn2c(-c3ccc(Oc4ccccc4)cc3)cc3cccc(Cl)c3c2=O)c(C)c1. Starting materials: CC#N, CC#N, C1CCOC1, Cc1ccc(Cn2c(OS(=O)(=O)C(F)(F)F)cc3cccc(Cl)c3c2=O)c(C)c1, [Na+], [Na+], O=C([O-])[O-], OB(O)c1ccc(Oc2ccccc2)cc1, O, Cl[Pd]Cl, c1ccc([As](c2ccccc2)c2ccccc2)cc1. Reactants: CC(C(=O)O)(COC1=CC=C(C=C1)C1=NC=C(C=C1)C=1NC(=CN1)C(C(F)(F)F)(C)C)C (2,2-dimethyl-3-(4-{5-[5-(2,2,2-trifluoro-1,1-dimethylethyl)-1H-imidazol-2-yl]pyridin-2-yl}phenoxy)propanoic acid), [OH-].[Na+] (sodium hydroxide), CO (Methanol). Run in C(C)#N (acetonitrile), C(C)#N (acetonitrile). Conditions: time 8 hour. The product is CC(C(=O)[O-])(COC1=CC=C(C=C1)C1=NC=C(C=C1)C=1NC(=CN1)C(C(F)(F)F)(C)C)C.[Na+] (sodium 2,2-dimethyl-3-(4-{5-[5-(2,2,2-trifluoro-1,1-dimethylethyl)-1H-imidazol-2-yl]pyridin-2-yl}phenoxy)propanoate). RXN SMILES: [CH3:1][C:2]([CH3:32])([CH2:6][O:7][C:8]1[CH:13]=[CH:12][C:11]([C:14]2[CH:19]=[CH:18][C:17]([C:20]3[NH:21][C:22]([C:25]([CH3:31])([CH3:30])[C:26]([F:29])([F:28])[F:27])=[CH:23][N:24]=3)=[CH:16][N:15]=2)=[CH:10][CH:9]=1)[C:3]([OH:5])=[O:4].[OH-].[Na+:34].CO>C(#N)C>[CH3:1][C:2]([CH3:32])([CH2:6][O:7][C:8]1[CH:13]=[CH:12][C:11]([C:14]2[CH:19]=[CH:18][C:17]([C:20]3[NH:21][C:22]([C:25]([CH3:31])([CH3:30])[C:26]([F:29])([F:27])[F:28])=[CH:23][N:24]=3)=[CH:16][N:15]=2)=[CH:10][CH:9]=1)[C:3]([O-:5])=[O:4].[Na+:34] |f:1.2,5.6|. Reported procedure: In acetonitrile (4 mL) was suspended 2,2-dimethyl-3-(4-{5-[5-(2,2,2-trifluoro-1,1-dimethylethyl)-1H-imidazol-2-yl]pyridin-2-yl}phenoxy)propanoic acid (175 mg), and 2N aqueous sodium hydroxide solution (391 μL) was added dropwise to the suspension. After adding acetonitrile (1 mL), the reaction mixture was stirred at room temperature overnight. Methanol was added until the reaction mixture became uniform solution, and tar-state insoluble material was separated by filtration. The filtrate was conc... Run at time 2 hour. The reactants are ClC=1C=C(C(=O)Cl)C=C(C1OC)Cl (3,5-dichloro-4-methoxybenzoyl chloride), Cl.NC1=C(C=CC(=C1)C(F)(F)F)S (2-amino-4-trifluoromethylbenzenethiol hydrochloride), FC(C=1C=CC2=C(NCS2)C1)(F)F (5-trifluoromethyl-2,3-dihydro-1,3-benzothiazole), C=O (formalin). As a reaction SMILES: Cl.NC1C=C(C(F)(F)F)C=CC=1S.[F:14][C:15]([F:26])([F:25])[C:16]1[CH:17]=[CH:18][C:19]2[S:23][CH2:22][NH:21][C:20]=2[CH:24]=1.C=O.[Cl:29][C:30]1[CH:31]=[C:32]([CH:36]=[C:37]([Cl:41])[C:38]=1[O:39][CH3:40])[C:33](Cl)=[O:34]>ClCCl.O.C(N(CC)CC)C>[Cl:29][C:30]1[CH:31]=[C:32]([CH:36]=[C:37]([Cl:41])[C:38]=1[O:39][CH3:40])[C:33]([N:21]1[C:20]2[CH:24]=[C:16]([C:15]([F:14])([F:25])[F:26])[CH:17]=[CH:18][C:19]=2[S:23][CH2:22]1)=[O:34] |f:0.1|. Product: ClC=1C=C(C(=O)N2CSC3=C2C=C(C=C3)C(F)(F)F)C=C(C1OC)Cl (3-(3,5-dichloro-4-methoxybenzoyl)-5-trifluoromethyl-2,3-dihydro-1,3-benzothiazole). Procedure details: 2-amino-4-trifluoromethylbenzenethiol hydrochloride (502 mg), and 5-trifluoromethyl-2,3-dihydro-1,3-benzothiazole synthesized from 37% formalin (0.18 mL) and triethylamine (0.30 mL) in the same manner as in Example 38 were dissolved in dichloromethane (5 mL), and triethylamine (0.30 mL) and 3,5-dichloro-4-methoxybenzoyl chloride (354 mg) were added to the solution, and then the mixture was stirred at room temperature for 2 hours. Water was added and the mixture was extracted with ethyl acetate. ... The solvent is C(C)N(CC)CC (triethylamine), ClCCl (dichloromethane), C(C)N(CC)CC (triethylamine), O (Water).